Dataset: the Open Reaction Database (ORD), a public repository of structured organic reaction records. Task: describe an organic reaction: reactants, conditions, products, and yield Reactants: Grignard reagent, BrCCCC1=CC=C(C=C1)Cl (1-(3-bromopropyl)-4-chlorobenzene), CC(C)(C)[Si](OC1=CC=C(C=O)C=C1)(C1=CC=CC=C1)C1=CC=CC=C1 (4-((2-methyl-2-propyl)diphenylsilyloxy)benzaldehyde). Yields the product CC(C)(C)[Si](OC1=CC=C(C=C1)C(CCCC1=CC=C(C=C1)Cl)O)(C1=CC=CC=C1)C1=CC=CC=C1 (1-(4-((2-methyl-2-propyl)diphenylsilyloxy)phenyl)-4-(4-chlorophenyl)-1-butanol). Reaction SMILES: Br[CH2:2][CH2:3][CH2:4][C:5]1[CH:10]=[CH:9][C:8]([Cl:11])=[CH:7][CH:6]=1.[CH3:12][C:13]([Si:16]([C:32]1[CH:37]=[CH:36][CH:35]=[CH:34][CH:33]=1)([C:26]1[CH:31]=[CH:30][CH:29]=[CH:28][CH:27]=1)[O:17][C:18]1[CH:25]=[CH:24][C:21]([CH:22]=[O:23])=[CH:20][CH:19]=1)([CH3:15])[CH3:14]>>[CH3:15][C:13]([Si:16]([C:26]1[CH:31]=[CH:30][CH:29]=[CH:28][CH:27]=1)([C:32]1[CH:33]=[CH:34][CH:35]=[CH:36][CH:37]=1)[O:17][C:18]1[CH:25]=[CH:24][C:21]([CH:22]([OH:23])[CH2:2][CH2:3][CH2:4][C:5]2[CH:10]=[CH:9][C:8]([Cl:11])=[CH:7][CH:6]=2)=[CH:20][CH:19]=1)([CH3:12])[CH3:14]. Reported procedure: Using the procedure of Example 1, Step 2, the Grignard reagent prepared from 1-(3-bromopropyl)-4-chlorobenzene was added to the benzaldehyde of Step 1. The title compound so obtained was used as such in the next step.